Dataset: the Open Reaction Database (ORD), a public repository of structured organic reaction records. Task: describe an organic reaction: reactants, conditions, products, and yield Starting materials: N#Cc1cccc(Br)c1, CO, Cc1ccccc1, CCCCCC, C[Al](C)C, [Cl-], [NH4+]. Yields the product Cl, N=C(N)c1cccc(Br)c1. As a reaction SMILES: [Br:7][c:8]1[cH:9][c:10]([C:11]#[N:12])[cH:13][cH:14][cH:15]1.[CH3:16][OH:17].[CH3:18][c:19]1[cH:20][cH:21][cH:22][cH:23][cH:24]1.[CH3:25][CH2:26][CH2:27][CH2:28][CH2:29][CH3:30].[CH3:3][Al:4]([CH3:5])[CH3:6].[Cl-:1].[NH4+:2]>>[ClH:1].[NH:2]=[C:11]([c:10]1[cH:9][c:8]([Br:7])[cH:15][cH:14][cH:13]1)[NH2:12]. Starting materials: O=C([O-])[O-], CI, CC(C)O, [K+], [K+], CN(C)C=O, COc1cc2oc(=O)c(CCO)c(C)c2cc1O. Product: COc1cc2oc(=O)c(CCO)c(C)c2cc1OC. Reaction SMILES: [C:21](=[O:22])([O-:23])[O-:24].[CH3:19][I:20].[CH:27]([OH:28])([CH3:29])[CH3:30].[K+:25].[K+:26].[O:31]=[CH:32][N:33]([CH3:34])[CH3:35].[OH:1][c:2]1[c:3]([O:17][CH3:18])[cH:4][c:5]2[c:6]([c:7]([CH3:15])[c:8]([CH2:12][CH2:13][OH:14])[c:9](=[O:11])[o:10]2)[cH:16]1>>[O:1]([c:2]1[c:3]([O:17][CH3:18])[cH:4][c:5]2[c:6]([c:7]([CH3:15])[c:8]([CH2:12][CH2:13][OH:14])[c:9](=[O:11])[o:10]2)[cH:16]1)[CH3:21]. Reactants: [N+](=O)([O-])C1=CC=C(COC(=O)N2[C@@H](C[C@H](C2)OC(C2=CC=CC=C2)=O)CI)C=C1 ((2S,4R)-1-p-Nitrobenzyloxycarbonyl-2-iodomethyl-4-benzoyloxypyrrolidine), [Na].CS (methylmercaptan sodium salt). Run in CN(C=O)C (dimethylformamide), C(C)(=O)OCC (ethyl acetate), O (water). Reaction conditions: time 30 minute. The product is [N+](=O)([O-])C1=CC=C(COC(=O)N2[C@@H](C[C@H](C2)OC(C2=CC=CC=C2)=O)CSC)C=C1 ((2S,4R)-1-p-nitrobenzyloxycarbonyl-2-methylthiomethyl-4-benzoyloxypyrrolidine). Reaction SMILES: [N+:1]([C:4]1[CH:29]=[CH:28][C:7]([CH2:8][O:9][C:10]([N:12]2[CH2:16][C@H:15]([O:17][C:18](=[O:25])[C:19]3[CH:24]=[CH:23][CH:22]=[CH:21][CH:20]=3)[CH2:14][C@H:13]2[CH2:26]I)=[O:11])=[CH:6][CH:5]=1)([O-:3])=[O:2].[Na].[CH3:31][SH:32]>CN(C)C=O.O.C(OCC)(=O)C>[N+:1]([C:4]1[CH:29]=[CH:28][C:7]([CH2:8][O:9][C:10]([N:12]2[CH2:16][C@H:15]([O:17][C:18](=[O:25])[C:19]3[CH:24]=[CH:23][CH:22]=[CH:21][CH:20]=3)[CH2:14][C@H:13]2[CH2:26][S:32][CH3:31])=[O:11])=[CH:6][CH:5]=1)([O-:3])=[O:2] |f:1.2,^1:29|. Procedure: (2S,4R)-1-p-Nitrobenzyloxycarbonyl-2-iodomethyl-4-benzoyloxypyrrolidine (1.05 g) was dissolved in 10 ml of dimethylformamide, and a solution of 1.40 g of 15% methylmercaptan sodium salt in water was added thereto, followed by stirring at room temparature for 30 minutes under a nitrogen stream. The reaction mixture was diluted with ethyl acetate, washed with water, dried over anhydrous sodium sulfate and distilled to remove the solvent. The residue was purified by silica gel thin layer chromatogr... The reactants are OCC=1C=C(OCC(=O)N)C=CC1 (2-(3-(hydroxymethyl)phenoxy)acetamide), P(Br)(Br)Br (Phosphorus tribromide). Run in ClCCl (dichloromethane). Conditions: temperature 0 celsius, time 18 hour. The product is BrCC=1C=C(OCC(=O)N)C=CC1 (2-(3-(bromomethyl)phenoxy)acetamide). RXN SMILES: O[CH2:2][C:3]1[CH:4]=[C:5]([CH:11]=[CH:12][CH:13]=1)[O:6][CH2:7][C:8]([NH2:10])=[O:9].P(Br)(Br)[Br:15]>ClCCl>[Br:15][CH2:2][C:3]1[CH:4]=[C:5]([CH:11]=[CH:12][CH:13]=1)[O:6][CH2:7][C:8]([NH2:10])=[O:9]. Procedure: 2-(3-(hydroxymethyl)phenoxy)acetamide (320 mg, 1.76 mmol) was suspended in dichloromethane (12 mL) and the suspension cooled to 0° C. (ice bath). Phosphorus tribromide (1.5 eq) was added slowly and the reaction allowed to warm to rt. After stirring for 18 h the reaction was quenched by addition of NaHCO3 (sat., aq). The product was extracted with dichloromethane, dried (Na2SO4), filtered and concentrated in vacuo to afford 2-(3-(bromomethyl)phenoxy)acetamide as a white solid. Reactants: C(Cl)(Cl)(Cl)Cl (carbon tetrachloride), C(=O)(Cl)Cl (phosgene), C1(=CC=CC=C1)C.C(C)(C)(C)C1=CC=C(N)C=C1 (4-t-butylaniline toluene), S(O)(O)(=O)=O (sulfuric acid), C(=O)(Cl)Cl (phosgene). The solvent is C1(=CC=CC=C1)C (toluene). Yields the product C(C)(C)(C)C1=CC=C(N)C=C1 (4-t-butylaniline). As a reaction SMILES: C(Cl)(Cl)(Cl)Cl.S(=O)(=O)(O)O.C(Cl)(Cl)=O.C1(C)C=CC=CC=1.[C:22]([C:26]1[CH:32]=[CH:31][C:29]([NH2:30])=[CH:28][CH:27]=1)([CH3:25])([CH3:24])[CH3:23]>C1(C)C=CC=CC=1>[C:22]([C:26]1[CH:27]=[CH:28][C:29]([NH2:30])=[CH:31][CH:32]=1)([CH3:25])([CH3:23])[CH3:24] |f:3.4|. Reported procedure: While carbon tetrachloride was refluxed, fuming sulfuric acid was added dropwise to evolve phosgene. When the atmosphere in the apparatus was replaced sufficiently with phosgene, a 4-t-butylaniline toluene solution (containing 6.00 g of 4-t-butylaniline in 250 ml of toluene) was added dropwise and the temperature was gradually elevated to allow the reaction to proceed while the toluene was refluxed. Yield: 5.61 g (79.6%). Reactants: [OH-].[Na+] (sodium hydroxide), C(CCC)[Li] (butyl lithium), R3-halide. The reagents and catalysts are [Cl-].C(C1=CC=CC=C1)[N+](CC)(CC)CC (benzyltriethylammonium chloride). The solvent is CS(=O)C (dimethylsulfoxide). Yields the product R3—Br, C1=CC=CC2=C3C=C4C(C=C3C=C12)=C1C=CC=CC1=C4 (indeno[1,2-b]fluorene). RXN SMILES: [CH2:1]([Li])[CH2:2][CH2:3][CH3:4].[OH-].[Na+]>[Cl-].C([N+](CC)(CC)CC)C1C=CC=CC=1.CS(C)=O>[CH:1]1[C:3]2[C:2](=[C:1]3[C:2]([CH:4]=2)=[CH:1][C:3]2=[C:4]4[C:3](=[CH:4][C:2]2=[CH:1]3)[CH:4]=[CH:3][CH:2]=[CH:1]4)[CH:4]=[CH:3][CH:2]=1 |f:1.2,3.4|. Procedure details: Monomers of Formula IV, wherein —Ar1(Ey)a- is Formula XXXV, XXXVI, XXXVII, or XXXVIII may be made as illustrated by the preparation of a 2,8-dibromo-6,12-dihydroindeno[1,2-b]fluorene using the process of Reaction Scheme X. In step (1), Suzuki coupling of 2-(2,5-dimethylphenyl)-4,4,5,5-tetramethyl [1,3,2]dioxaborolane with commercially available 2-bromo-9-fluorenone provides 2-(2,5-dimethylphenyl)fluoren-9-one. Commercially available 2-bromo-p-xylene is converted to 2-(2,5-dimethylphenyl)-4,4,5,5... The reactants are C1CCOC1, Cc1onc(-c2ccccc2)c1COc1ccc(C(=O)NC2CCOCC2)cn1, C[Si](C)(C)[N-][Si](C)(C)C, CI, [K+]. Product: Cc1onc(-c2ccccc2)c1COc1ccc(C(=O)N(C)C2CCOCC2)cn1. RXN SMILES: [CH2:42]1[O:43][CH2:44][CH2:45][CH2:46]1.[CH3:1][c:2]1[c:3]([CH2:13][O:14][c:15]2[n:16][cH:17][c:18]([C:19](=[O:20])[NH:21][CH:22]3[CH2:23][CH2:24][O:25][CH2:26][CH2:27]3)[cH:28][cH:29]2)[c:4](-[c:7]2[cH:8][cH:9][cH:10][cH:11][cH:12]2)[n:5][o:6]1.[CH3:30][Si:31]([N-:32][Si:33]([CH3:34])([CH3:35])[CH3:36])([CH3:37])[CH3:38].[I:40][CH3:41].[K+:39]>>[CH3:1][c:2]1[c:3]([CH2:13][O:14][c:15]2[n:16][cH:17][c:18]([C:19](=[O:20])[N:21]([CH:22]3[CH2:23][CH2:24][O:25][CH2:26][CH2:27]3)[CH3:30])[cH:28][cH:29]2)[c:4](-[c:7]2[cH:8][cH:9][cH:10][cH:11][cH:12]2)[n:5][o:6]1. The reactants are CN1CCNCC1 (1-methylpiperazine), ClC1=NC(=C(C(=N1)C)C(C(=O)OC)CCC)C1=CC=C(C=C1)C (methyl 2-(2-chloro-4-methyl-6-p-tolylpyrimidin-5-yl)pentanoate). Run in O1CCCC1 (tetrahydrofuran). The product is CC1=NC(=NC(=C1C(C(=O)OC)CCC)C1=CC=C(C=C1)C)N1CCN(CC1)C (Methyl 2-(4-methyl-2-(4-methylpiperazin-1-yl)-6-p-tolylpyrimidin-5-yl)pentanoate). Yield: 73.0%. RXN SMILES: [CH3:1][N:2]1[CH2:7][CH2:6][NH:5][CH2:4][CH2:3]1.Cl[C:9]1[N:14]=[C:13]([CH3:15])[C:12]([CH:16]([CH2:21][CH2:22][CH3:23])[C:17]([O:19][CH3:20])=[O:18])=[C:11]([C:24]2[CH:29]=[CH:28][C:27]([CH3:30])=[CH:26][CH:25]=2)[N:10]=1>O1CCCC1>[CH3:15][C:13]1[C:12]([CH:16]([CH2:21][CH2:22][CH3:23])[C:17]([O:19][CH3:20])=[O:18])=[C:11]([C:24]2[CH:29]=[CH:28][C:27]([CH3:30])=[CH:26][CH:25]=2)[N:10]=[C:9]([N:5]2[CH2:6][CH2:7][N:2]([CH3:1])[CH2:3][CH2:4]2)[N:14]=1. Procedure: Methyl 2-(4-methyl-2-(4-methylpiperazin-1-yl)-6-p-tolylpyrimidin-5-yl)pentanoate was prepared according to the general method A starting from 1-methylpiperazine (0.132 mL; 1.18 mmol) and methyl 2-(2-chloro-4-methyl-6-p-tolylpyrimidin-5-yl)pentanoate (0.098 g; 0.235 mmol) in tetrahydrofuran (2 mL). Purification by flash-chromatography on silica gel using a gradient of methanol (0-6%) in dichloromethane furnished 68 mg (74%) of the title compound as an oil. ESI/APCI(+): 397 (M+H)a). ESI/APCI(−): 3...